This data is from the Open Reaction Database (ORD), a public repository of structured organic reaction records. The task is: describe an organic reaction: reactants, conditions, products, and yield The reactants are ClC=1C=2N(C3=CC(=CC=C3N1)Cl)C(=CN2)C (4,8-dichloro-1-methylimidazo[1,2-a] quinoxaline), C1(CCCC1)N (cyclopentylamine). Yields the product C1(CCCC1)NC=1C=2N(C3=CC(=CC=C3N1)Cl)C(=CN2)C (4-cyclopentylamino-8chloro-1-methylimidazo[1,2-a]quinoxaline). As a reaction SMILES: Cl[C:2]1[C:3]2[N:4]([C:13]([CH3:16])=[CH:14][N:15]=2)[C:5]2[C:10]([N:11]=1)=[CH:9][CH:8]=[C:7]([Cl:12])[CH:6]=2.[CH:17]1([NH2:22])[CH2:21][CH2:20][CH2:19][CH2:18]1>>[CH:17]1([NH:22][C:2]2[C:3]3[N:4]([C:13]([CH3:16])=[CH:14][N:15]=3)[C:5]3[C:10]([N:11]=2)=[CH:9][CH:8]=[C:7]([Cl:12])[CH:6]=3)[CH2:21][CH2:20][CH2:19][CH2:18]1. Procedure details: By reaction of 2,3,6-trichloroquinoxaline with propargylamine, following a procedure that is similar to that described in example 2, there is obtained 8-chloro-1-methylimidazo[1,2-a]quinoxaline-4(5H)-one (m.p. >300° C.) and, subsequently, 4,8-dichloro-1-methylimidazo[1,2-a] quinoxaline. By reacting this product with cyclopentylamine according to the method described in example 3, there is obtained 4-cyclopentylamino-8chloro-1-methylimidazo[1,2-a]quinoxaline. m.p. (DSC)=130.5° C.(onset); IR (KBr)... The reactants are CC#N, CO, CC(C)(C)OC(=O)NNc1c([N+](=O)[O-])cnc2ccccc12. The product is CC(C)(C)OC(=O)NNc1c(N)cnc2ccccc12. Reaction SMILES: [CH3:23][C:24]#[N:25].[CH3:26][OH:27].[N+:1]([O-:2])(=[O:3])[c:4]1[cH:5][n:6][c:7]2[cH:8][cH:9][cH:10][cH:11][c:12]2[c:13]1[NH:14][NH:15][C:16](=[O:17])[O:18][C:19]([CH3:20])([CH3:21])[CH3:22]>>[NH2:1][c:4]1[cH:5][n:6][c:7]2[cH:8][cH:9][cH:10][cH:11][c:12]2[c:13]1[NH:14][NH:15][C:16](=[O:17])[O:18][C:19]([CH3:20])([CH3:21])[CH3:22]. Reactants: COC(=O)c1ccc2[nH]cc(CCCCN3CCc4c(oc5ccccc45)C3)c2c1, CN(C)C=O, N. The product is NC(=O)c1ccc2[nH]cc(CCCCN3CCc4c(oc5ccccc45)C3)c2c1. Reaction SMILES: [CH3:2][O:3][C:4](=[O:5])[c:6]1[cH:7][c:8]2[c:9]([CH2:15][CH2:16][CH2:17][CH2:18][N:19]3[CH2:20][c:21]4[c:22]([c:25]5[c:26]([o:27]4)[cH:28][cH:29][cH:30][cH:31]5)[CH2:23][CH2:24]3)[cH:10][nH:11][c:12]2[cH:13][cH:14]1.[CH3:32][N:33]([CH3:34])[CH:35]=[O:36].[NH3:1]>>[NH2:1][C:4](=[O:5])[c:6]1[cH:7][c:8]2[c:9]([CH2:15][CH2:16][CH2:17][CH2:18][N:19]3[CH2:20][c:21]4[c:22]([c:25]5[c:26]([o:27]4)[cH:28][cH:29][cH:30][cH:31]5)[CH2:23][CH2:24]3)[cH:10][nH:11][c:12]2[cH:13][cH:14]1. Starting materials: CS(C)=O, COc1ccccc1C1(O)CC(COS(=O)(=O)c2ccc(C)cc2)CC2CN(C(=O)OC(C)(C)C)CC21, N#C[K], O. Yields the product COc1ccccc1C1(O)CC(CC#N)CC2CN(C(=O)OC(C)(C)C)CC21. As a reaction SMILES: [CH3:41][S:42](=[O:43])[CH3:44].[CH3:4][O:5][c:6]1[c:7]([C:12]2([OH:40])[CH:13]3[CH2:14][N:15]([C:33](=[O:34])[O:35][C:36]([CH3:37])([CH3:38])[CH3:39])[CH2:16][CH:17]3[CH2:18][CH:19]([CH2:21][O:22][S:23]([c:24]3[cH:25][cH:26][c:27]([CH3:28])[cH:29][cH:30]3)(=[O:31])=[O:32])[CH2:20]2)[cH:8][cH:9][cH:10][cH:11]1.[K:1][C:2]#[N:3].[OH2:45]>>[C:2](#[N:3])[CH2:41][CH:19]1[CH2:18][CH:17]2[CH:13]([C:12]([c:7]3[c:6]([O:5][CH3:4])[cH:11][cH:10][cH:9][cH:8]3)([OH:40])[CH2:20]1)[CH2:14][N:15]([C:33](=[O:34])[O:35][C:36]([CH3:37])([CH3:38])[CH3:39])[CH2:16]2. Starting materials: CC(=O)C.OS(=O)(=O)O.O=[Cr](=O)=O (Jones reagent), O[C@H]1C[C@H]2CC[C@H]3[C@@H]4CC[C@@H]([C@@]4(C)C[C@H]([C@@H]3[C@]2(CC1)C)NC(=O)OCC(Cl)(Cl)Cl)C(=O)O (3α-Hydroxy-11α-(2,2,2-trichloroethoxycarbonylamino)-5β-androstane-17β-carboxylic acid), O (Water). Run in CC(=O)C (acetone). The product is O=C1C[C@@H]2CC[C@H]3[C@@H]4CC[C@@H]([C@@]4(C)C[C@H]([C@@H]3[C@]2(CC1)C)NC(=O)OCC(Cl)(Cl)Cl)C(=O)OC (Methyl 3-oxo-11α-(2,2,2-trichloroethoxycarbonylamino)-5α-androstane-17β-carboxylate). Reaction SMILES: [CH3:1]C(C)=O.OS(O)(=O)=O.O=[Cr](=O)=O.[OH:14][C@@H:15]1[CH2:32][CH2:31][C@@:30]2([CH3:33])[C@H:17]([CH2:18][CH2:19][C@@H:20]3[C@@H:29]2[C@H:28]([NH:34][C:35]([O:37][CH2:38][C:39]([Cl:42])([Cl:41])[Cl:40])=[O:36])[CH2:27][C@@:25]2([CH3:26])[C@H:21]3[CH2:22][CH2:23][C@@H:24]2[C:43]([OH:45])=[O:44])[CH2:16]1.O>CC(C)=O>[O:14]=[C:15]1[CH2:32][CH2:31][C@@:30]2([CH3:33])[C@@H:17]([CH2:18][CH2:19][C@@H:20]3[C@@H:29]2[C@H:28]([NH:34][C:35]([O:37][CH2:38][C:39]([Cl:42])([Cl:41])[Cl:40])=[O:36])[CH2:27][C@@:25]2([CH3:26])[C@H:21]3[CH2:22][CH2:23][C@@H:24]2[C:43]([O:45][CH3:1])=[O:44])[CH2:16]1 |f:0.1.2|. Reported procedure: Jones reagent was added dropwise to a stirred solution of the product of Preparation 3 (0.3 g) in acetone (20 ml) until the reagent colour was not discharged. Water (150 ml) was added and the precipitate obtained was collected by filtration, washed with water, dried and crystallised from ethyl acetate/petrol to give the title compound (0.19 g), m.p. 208°-209° C., [α]D +41°. Procedure details: To a solution of azaproline VI (20.0 mg, 0.056 mmol) and TEA (9.5 pt, 0.068 mmol) in DCM (400 μL)/MeCN (750 μL) was added phenylisocyanate (7.3 μL, 0.067 mmol). The solution was stirred at rt for 16 h then concentrated in vacuo. The crude residue was purified by silica gel chromatography (ethyl acetate-hexanes) to afford 18.9 mg of phenylurea in 71% yield. LCMS (M+1): 474.84. Reaction conditions: time 16 hour. Run in C(Cl)Cl (DCM). Starting materials: N1N(C(=O)O)CCC1 (azaproline), TEA, CC#N (MeCN), C1(=CC=CC=C1)N=C=O (phenylisocyanate). Yields the product C1(=CC=CC=C1)NC(=O)N (phenylurea). Isolated yield 247.9%. RXN SMILES: [NH:1]1CCCN1C(O)=O.CC#N.[C:12]1([N:18]=[C:19]=[O:20])[CH:17]=[CH:16][CH:15]=[CH:14][CH:13]=1>C(Cl)Cl>[C:12]1([NH:18][C:19]([NH2:1])=[O:20])[CH:17]=[CH:16][CH:15]=[CH:14][CH:13]=1. Reactants: Cl.NC1=NC2=C(N1)C=C(C=C2)N2C(C=CC2=O)=O (1-(2-amino-1H-benzo[d]imidazol-6-yl)-1H-pyrrole-2,5-dione hydrochloride), NC=1C=CC2=C(N(C(=N2)N(C(=O)OC(C)(C)C)C(=O)OC(C)(C)C)C(=O)OC(C)(C)C)C1 (tert-butyl 6-amino-2-(bis(tert-butoxycarbonyl)amino)-1H-benzo[d]imidazole-1-carboxylate), CC1(CC(OC(C1)=O)=O)C (4,4-dimethyldihydro-2H-pyran-2,6(3H)-dione). Yields the product Cl.NC1=NC2=C(N1)C=C(C=C2)N2C(CC(CC2=O)(C)C)=O (1-(2-amino-1H-benzo[d]imidazol-6-yl)-4,4-dimethylpiperidine-2,6-dione hydrochloride). Yield: 98.0%. As a reaction SMILES: [ClH:1].NC1NC2C=C(N3C(=O)C=CC3=O)C=CC=2N=1.[NH2:19][C:20]1[CH:21]=[CH:22][C:23]2[N:27]=[C:26]([N:28](C(OC(C)(C)C)=O)C(OC(C)(C)C)=O)[N:25](C(OC(C)(C)C)=O)[C:24]=2[CH:50]=1.[CH3:51][C:52]1([CH3:60])[CH2:57][C:56](=[O:58])[O:55][C:54](=O)[CH2:53]1>>[ClH:1].[NH2:28][C:26]1[NH:25][C:24]2[CH:50]=[C:20]([N:19]3[C:54](=[O:55])[CH2:53][C:52]([CH3:60])([CH3:51])[CH2:57][C:56]3=[O:58])[CH:21]=[CH:22][C:23]=2[N:27]=1 |f:0.1,4.5|. Procedure details: Following the same procedure to synthesize 1-(2-amino-1H-benzo[d]imidazol-6-yl)-1H-pyrrole-2,5-dione hydrochloride, tert-butyl 6-amino-2-(bis(tert-butoxycarbonyl)amino)-1H-benzo[d]imidazole-1-carboxylate (0.300 g, 0.669 mmol) was reacted with 4,4-dimethyldihydro-2H-pyran-2,6(3H)-dione (0.095 g, 0.669 mmol) to give the title product (0.202 g, 98% yield) as a yellow solid. 1H NMR (300 MHz, CD3OD) δ 7.86 (s, 1H), δ 7.28 (s, 2H), δ 2.49 (s, 2H), δ 2.39 (s, 2H), δ 1.15 (s, 6H) ppm; 13C NMR (75 MHz, C...